The task is: describe an organic reaction: reactants, conditions, products, and yield. This data is from the Open Reaction Database (ORD), a public repository of structured organic reaction records. The product is Cc1ccc(N(C)S(=O)(=O)c2cccs2)c2[nH]c(C3=NCC(C#N)S3)cc12. RXN SMILES: [CH2:36]([c:38]1[cH:39][cH:40][cH:41][cH:42][cH:48]1)[S:43][CH:44]([CH2:45][NH:46][C:47](=[O:37])[c:49]1[nH:50][c:51]2[c:52]([N:59]([S:60](=[O:61])(=[O:62])[c:63]3[s:64][cH:65][cH:66][cH:67]3)[CH3:68])[cH:53][cH:54][c:55]([CH3:58])[c:56]2[cH:57]1)[C:69]#[N:70].[CH3:71][S:72][CH3:73].[CH3:79][C:80]#[N:81].[F:21][C:22]([S:23]([O:24][S:25]([C:26]([F:27])([F:28])[F:29])(=[O:30])=[O:31])(=[O:32])=[O:33])([F:34])[F:35].[Na+:74].[OH:75][C:76](=[O:77])[O-:78].[c:1]1([P:2](=[O:3])([c:4]2[cH:5][cH:6][cH:7][cH:8][cH:9]2)[c:10]2[cH:11][cH:12][cH:13][cH:14][cH:15]2)[cH:16][cH:17][cH:18][cH:19][cH:20]1>>[S:43]1[CH:44]([C:69]#[N:70])[CH2:45][N:46]=[C:47]1[c:49]1[nH:50][c:51]2[c:52]([N:59]([S:60](=[O:61])(=[O:62])[c:63]3[s:64][cH:65][cH:66][cH:67]3)[CH3:68])[cH:53][cH:54][c:55]([CH3:58])[c:56]2[cH:57]1. Reactants: Cc1ccc(N(C)S(=O)(=O)c2cccs2)c2[nH]c(C(=O)NCC(C#N)SCc3ccccc3)cc12, CSC, CC#N, O=S(=O)(OS(=O)(=O)C(F)(F)F)C(F)(F)F, [Na+], O=C([O-])O, O=P(c1ccccc1)(c1ccccc1)c1ccccc1. Starting materials: N1=CC=C(C=C1)B(O)O (pyridine-4-boronic acid), C([O-])([O-])=O.[Na+].[Na+] (sodium carbonate), C(C1=CC=CC=C1)OC(C1=CC(C(=O)N(CCC)C)=CC(=C1)I)=O (5-iodo-N-methyl-N-propyl-isophthalamic acid benzyl ester). Reagents/catalysts: C=1C=CC(=CC1)/C=C/C(=O)/C=C/C2=CC=CC=C2.C=1C=CC(=CC1)/C=C/C(=O)/C=C/C2=CC=CC=C2.C=1C=CC(=CC1)/C=C/C(=O)/C=C/C2=CC=CC=C2.[Pd].[Pd] (tris(dibenzylideneacetone)dipalladium). Solvent: COCCOC (ethylene glycol dimethyl ether). The product is C(C1=CC=CC=C1)OC(C1=CC(C(=O)N(CCC)C)=CC(=C1)C1=CC=NC=C1)=O (N-Methyl-N-propyl-5-pyridin-4-yl-isophthalamic acid benzyl ester). Yield: 56.0%. RXN SMILES: [N:1]1[CH:6]=[CH:5][C:4](B(O)O)=[CH:3][CH:2]=1.C(=O)([O-])[O-].[Na+].[Na+].[CH2:16]([O:23][C:24](=[O:39])[C:25]1[CH:37]=[C:36](I)[CH:35]=[C:27]([C:28]([N:30]([CH3:34])[CH2:31][CH2:32][CH3:33])=[O:29])[CH:26]=1)[C:17]1[CH:22]=[CH:21][CH:20]=[CH:19][CH:18]=1>COCCOC.C1C=CC(/C=C/C(/C=C/C2C=CC=CC=2)=O)=CC=1.C1C=CC(/C=C/C(/C=C/C2C=CC=CC=2)=O)=CC=1.C1C=CC(/C=C/C(/C=C/C2C=CC=CC=2)=O)=CC=1.[Pd].[Pd]>[CH2:16]([O:23][C:24](=[O:39])[C:25]1[CH:37]=[C:36]([C:4]2[CH:5]=[CH:6][N:1]=[CH:2][CH:3]=2)[CH:35]=[C:27]([C:28]([N:30]([CH3:34])[CH2:31][CH2:32][CH3:33])=[O:29])[CH:26]=1)[C:17]1[CH:18]=[CH:19][CH:20]=[CH:21][CH:22]=1 |f:1.2.3,6.7.8.9.10|. Procedure: Add pyridine-4-boronic acid (2.361 g, 19.21 mmol) and 2 N sodium carbonate (19.21 mL, 38.42 mmol) to a solution of 5-iodo-N-methyl-N-propyl-isophthalamic acid benzyl ester (6.000 g, 13.72 mmol)in ethylene glycol dimethyl ether (206 mL) under nitrogen at room temperature. Add tetrakis(triphenylphosphine)palladium (0) (0.634 g, 0.549 mmol) and reflux for 20 h. Cool to room temperature and concentrate. Add ethyl acetate, separate the organic layer and extract the aqueous layer with ethyl acetate (4... Starting materials: ClC1=C(C(=CC=C1OC)Cl)CO ((2,6-dichloro-3-methoxy-phenyl)-methanol), P(Br)(Br)Br (phosphorus tribromide). Run in C(Cl)Cl (methylene chloride), C(Cl)Cl (methylene chloride). Conditions: time 10 minute. The product is BrCC1=C(C=CC(=C1Cl)OC)Cl (2-Bromomethyl-1,3-dichloro-4-methoxy-benzene). Yield: 112.7%. RXN SMILES: [Cl:1][C:2]1[C:7]([O:8][CH3:9])=[CH:6][CH:5]=[C:4]([Cl:10])[C:3]=1[CH2:11]O.P(Br)(Br)[Br:14]>C(Cl)Cl>[Br:14][CH2:11][C:3]1[C:2]([Cl:1])=[C:7]([O:8][CH3:9])[CH:6]=[CH:5][C:4]=1[Cl:10]. Procedure details: Dissolve (2,6-dichloro-3-methoxy-phenyl)-methanol (9.43 g, 45.5 mmol) in methylene chloride (180 ml) cool to 0° and add phosphorus tribromide (1.0M, 23 ml, 23 mmol) dropwise. Stir for 10 minutes at 0°, dilute with methylene chloride, quench with saturated aqueous sodium bicarbonate, separate layers, wash organic with water, brine dry over sodium sulfate, filter and concentrate to yield 7 g (57%) of the title compound: NMR (CDCl3) δ 7.28 (d, 1H), 6.85 (d, 1H), 4.77 (s, 2H), 3.90 (s, 3H). The reactants are C(C)OC(=O)N1CCC(CC1)C1=CNC2=CC=CC=C12 (4-(1H-indol-3-yl)-piperidine-1-carboxylic acid ethyl ester), BrCCC1OCCO1 (2-(2-bromo-ethyl)-[1,3]dioxolane). Conditions: time 15 hour. Product: C(C)OC(=O)N1CCC(CC1)C1=CN(C2=CC=CC=C12)CCC1OCCO1 (4-[1-(2-[1,3]dioxolan-2-yl-ethyl)-1H-indol-3-yl]-piperidine-1-carboxylic acid ethyl ester). Yield: 94.9%. RXN SMILES: [CH2:1]([O:3][C:4]([N:6]1[CH2:11][CH2:10][CH:9]([C:12]2[C:20]3[C:15](=[CH:16][CH:17]=[CH:18][CH:19]=3)[NH:14][CH:13]=2)[CH2:8][CH2:7]1)=[O:5])[CH3:2].Br[CH2:22][CH2:23][CH:24]1[O:28][CH2:27][CH2:26][O:25]1>>[CH2:1]([O:3][C:4]([N:6]1[CH2:11][CH2:10][CH:9]([C:12]2[C:20]3[C:15](=[CH:16][CH:17]=[CH:18][CH:19]=3)[N:14]([CH2:22][CH2:23][CH:24]3[O:28][CH2:27][CH2:26][O:25]3)[CH:13]=2)[CH2:8][CH2:7]1)=[O:5])[CH3:2]. Procedure details: This compound was prepared following the procedure described in example 13 (part B) at room temperature for 15 hours, starting with 4 g (0.015 mol) of 4-(1H-indol-3-yl)-piperidine-1-carboxylic acid ethyl ester and 2.07 mL (0.018 mol) of 2-(2-bromo-ethyl)-[1,3]dioxolane. After standard work-up, 5.3 g of 4-[1-(2-[1,3]dioxolan-2-yl-ethyl)-1H-indol-3-yl]-piperidine-1-carboxylic acid ethyl ester were obtained. The yield is 23.0%. Conditions: temperature 85 celsius. The solvent is CCO (EtOH), CCO (EtOH). Reported procedure: To a mixture of 5-bromo-4-(4-((2-isopropyloxazol-4-yl)methyl)piperazin-1-yl)-3-nitropyridin-2-amine (0.070 g, 0.16 mmol), EtOH (3 mL), and p-anisaldehyde (0.025 g, 0.18 mmol) in EtOH (1 mL) was added followed by a freshly prepared aqueous solution of Na2S2O4 (1M; 0.49 mL, 0.49 mmol). The reaction mixture was heated at 85° C. for 5 h, then allowed to cool to room temperature and the solvents were removed in vacuo. The residue was absorbed on preparative silica TLC plates, which were eluted with d... Yields the product BrC=1C(=C2C(=NC1)NC(=N2)C2=CC=C(C=C2)OC)N2CCN(CC2)CC=2N=C(OC2)C(C)C (4-((4-(6-bromo-2-(4-methoxyphenyl)-3H-imidazo[4,5-b]pyridin-7-yl)piperazin-1-yl)methyl)-2-isopropyloxazole), solid. RXN SMILES: [Br:1][C:2]1[C:3]([N:12]2[CH2:17][CH2:16][N:15]([CH2:18][C:19]3[N:20]=[C:21]([CH:24]([CH3:26])[CH3:25])[O:22][CH:23]=3)[CH2:14][CH2:13]2)=[C:4]([N+:9]([O-])=O)[C:5]([NH2:8])=[N:6][CH:7]=1.[CH:27](=O)[C:28]1[CH:33]=[CH:32][C:31]([O:34][CH3:35])=[CH:30][CH:29]=1.[O-]S(S([O-])=O)=O.[Na+].[Na+]>CCO>[Br:1][C:2]1[C:3]([N:12]2[CH2:17][CH2:16][N:15]([CH2:18][C:19]3[N:20]=[C:21]([CH:24]([CH3:26])[CH3:25])[O:22][CH:23]=3)[CH2:14][CH2:13]2)=[C:4]2[N:9]=[C:27]([C:28]3[CH:33]=[CH:32][C:31]([O:34][CH3:35])=[CH:30][CH:29]=3)[NH:8][C:5]2=[N:6][CH:7]=1 |f:2.3.4|. Reactants: [O-]S(=O)S(=O)[O-].[Na+].[Na+] (Na2S2O4), BrC=1C(=C(C(=NC1)N)[N+](=O)[O-])N1CCN(CC1)CC=1N=C(OC1)C(C)C (5-bromo-4-(4-((2-isopropyloxazol-4-yl)methyl)piperazin-1-yl)-3-nitropyridin-2-amine), C(C1=CC=C(C=C1)OC)=O (p-anisaldehyde). The reactants are COc1ccc(CN(c2ccc(C#N)cc2)n2cnnc2)cc1OCc1ccccc1, C1CCOC1, CO, N#Cc1ccc(N(Cc2cccc(O)c2)n2cnnc2)cc1. Product: COc1ccc(CN(c2ccc(C#N)cc2)n2cnnc2)cc1O. As a reaction SMILES: [CH2:23]([c:24]1[cH:25][cH:26][cH:27][cH:28][cH:29]1)[O:30][c:31]1[cH:32][c:33]([CH2:34][N:35]([n:36]2[cH:37][n:38][n:39][cH:40]2)[c:41]2[cH:42][cH:43][c:44]([C:47]#[N:48])[cH:45][cH:46]2)[cH:49][cH:50][c:51]1[O:52][CH3:53].[CH2:54]1[O:55][CH2:56][CH2:57][CH2:58]1.[CH3:59][OH:60].[OH:1][c:2]1[cH:3][c:4]([CH2:8][N:9]([c:10]2[cH:11][cH:12][c:13]([C:14]#[N:15])[cH:16][cH:17]2)[n:18]2[cH:19][n:20][n:21][cH:22]2)[cH:5][cH:6][cH:7]1>>[OH:30][c:31]1[cH:32][c:33]([CH2:34][N:35]([n:36]2[cH:37][n:38][n:39][cH:40]2)[c:41]2[cH:42][cH:43][c:44]([C:47]#[N:48])[cH:45][cH:46]2)[cH:49][cH:50][c:51]1[O:52][CH3:53]. The reactants are CC(N)C(Oc1ccc2c(cnn2-c2ccc(F)cc2)c1)c1ccccc1, O=C(Cl)Cc1ccccc1. Yields the product CC(NC(=O)Cc1ccccc1)C(Oc1ccc2c(cnn2-c2ccc(F)cc2)c1)c1ccccc1. Reaction SMILES: [F:1][c:2]1[cH:3][cH:4][c:5](-[n:8]2[n:9][cH:10][c:11]3[cH:12][c:13]([O:17][CH:18]([CH:19]([CH3:20])[NH2:21])[c:22]4[cH:23][cH:24][cH:25][cH:26][cH:27]4)[cH:14][cH:15][c:16]23)[cH:6][cH:7]1.[c:28]1([CH2:34][C:35](=[O:36])[Cl:37])[cH:29][cH:30][cH:31][cH:32][cH:33]1>>[F:1][c:2]1[cH:3][cH:4][c:5](-[n:8]2[n:9][cH:10][c:11]3[cH:12][c:13]([O:17][CH:18]([CH:19]([CH3:20])[NH:21][C:35]([CH2:34][c:28]4[cH:29][cH:30][cH:31][cH:32][cH:33]4)=[O:36])[c:22]4[cH:23][cH:24][cH:25][cH:26][cH:27]4)[cH:14][cH:15][c:16]23)[cH:6][cH:7]1.